describe an organic reaction: reactants, conditions, products, and yield From a dataset of the Open Reaction Database (ORD), a public repository of structured organic reaction records. The reactants are S=C1SCCN1C(=O)OCC1=CC(=C(C=C1)OC(C)=O)OC (4-(acetyloxy)-3-methoxybenzyl 2-thioxo-1,3-thiazolidine-3-carboxylate), NCCN1CCOCC1 (4-(2-aminoethyl)morpholine). Solvent: C1CCOC1 (THF). Run at time 2 hour. Yields the product C(C)(=O)OC1=C(C=C(C=C1)COC(NCCN1CCOCC1)=O)OC (2-methoxy-4-[({[2-(morpholin-4-yl)ethyl]carbamoyl}oxy)methyl]phenyl acetate). Yield: 71.2%. As a reaction SMILES: S=C1[N:6]([C:7]([O:9][CH2:10][C:11]2[CH:16]=[CH:15][C:14]([O:17][C:18](=[O:20])[CH3:19])=[C:13]([O:21][CH3:22])[CH:12]=2)=[O:8])[CH2:5][CH2:4]S1.NCC[N:26]1[CH2:31][CH2:30][O:29][CH2:28][CH2:27]1>C1COCC1>[C:18]([O:17][C:14]1[CH:15]=[CH:16][C:11]([CH2:10][O:9][C:7](=[O:8])[NH:6][CH2:5][CH2:4][N:26]2[CH2:31][CH2:30][O:29][CH2:28][CH2:27]2)=[CH:12][C:13]=1[O:21][CH3:22])(=[O:20])[CH3:19]. Procedure: Compound VII (219.1 mg, 0.642 mmol) was dissolved in anhydrous THF (3.2 mL, 5 mL/mmol of 6). To the yellow solution was added 4-(2-aminoethyl)morpholine (83.5 mg, 84 μL, 0.642 mmol). The reaction solution was stirred for two hours, after which time the solution was colorless. The solvent was removed under reduced pressure. The crude material was purified by column chromatography on silica gel using CH2Cl2/MeOH (96:4, v/v) to give 161 mg (71%) of 17 as a white solid: mp=82-83° C. (uncorrected); R... The reactants are C1CCOC1, CCOC(C)=NOc1ccc(C(=O)OCc2ccccc2)cc1, CO, [Li+], [OH-], O, O, O. Yields the product CCOC(C)=NOc1ccc(C(=O)O)cc1. Reaction SMILES: [CH2:27]1[O:28][CH2:29][CH2:30][CH2:31]1.[CH2:4]([CH3:5])[O:6][C:7]([CH3:8])=[N:9][O:10][c:11]1[cH:12][cH:13][c:14]([C:17](=[O:18])[O:19][CH2:20][c:21]2[cH:22][cH:23][cH:24][cH:25][cH:26]2)[cH:15][cH:16]1.[CH3:32][OH:33].[Li+:2].[OH-:1].[OH2:34].[OH2:35].[OH2:3]>>[CH2:4]([CH3:5])[O:6][C:7]([CH3:8])=[N:9][O:10][c:11]1[cH:12][cH:13][c:14]([C:17](=[O:18])[OH:19])[cH:15][cH:16]1. Reactants: O=C([O-])[O-], CN(C)C=O, Cc1oc(-c2cccs2)nc1CCl, [K+], [K+], O, CCOC(=O)CCCCC(=NOCc1ccc(O)cc1)c1ccccc1. Product: CCOC(=O)CCCCC(=NOCc1ccc(OCc2nc(-c3cccs3)oc2C)cc1)c1ccccc1. As a reaction SMILES: [C:40](=[O:41])([O-:42])[O-:43].[CH3:46][N:47]([CH3:48])[CH:49]=[O:50].[Cl:1][CH2:2][c:3]1[n:4][c:5](-[c:9]2[s:10][cH:11][cH:12][cH:13]2)[o:6][c:7]1[CH3:8].[K+:44].[K+:45].[OH2:51].[OH:14][c:15]1[cH:16][cH:17][c:18]([CH2:19][O:20][N:21]=[C:22]([CH2:23][CH2:24][CH2:25][CH2:26][C:27](=[O:28])[O:29][CH2:30][CH3:31])[c:32]2[cH:33][cH:34][cH:35][cH:36][cH:37]2)[cH:38][cH:39]1>>[CH2:2]([c:3]1[n:4][c:5](-[c:9]2[s:10][cH:11][cH:12][cH:13]2)[o:6][c:7]1[CH3:8])[O:14][c:15]1[cH:16][cH:17][c:18]([CH2:19][O:20][N:21]=[C:22]([CH2:23][CH2:24][CH2:25][CH2:26][C:27](=[O:28])[O:29][CH2:30][CH3:31])[c:32]2[cH:33][cH:34][cH:35][cH:36][cH:37]2)[cH:38][cH:39]1. Reactants: FC=1C=C(C=CC1OC)B(O)O (3-fluoro-4-methoxyphenylboronic acid), IC=1C=NC(=NC1)N (5-iodopyrimidin-2-amine), N#N (N2), Pd(PPh)4, C(=O)([O-])[O-].[Na+].[Na+] (Na2CO3), [OH-].[Na+] (NaOH). Run in O (H2O), CCO (EtOH), C1(=CC=CC=C1)C (Toluene). Reaction conditions: temperature 80 celsius, time 10 minute. Product: FC=1C=C(C=CC1OC)C=1C=NC(=NC1)N (5-(3-fluoro-4-methoxyphenyl)pyrimidin-2-amine). Reaction SMILES: [F:1][C:2]1[CH:3]=[C:4](B(O)O)[CH:5]=[CH:6][C:7]=1[O:8][CH3:9].I[C:14]1[CH:15]=[N:16][C:17]([NH2:20])=[N:18][CH:19]=1.C([O-])([O-])=O.[Na+].[Na+].N#N.[OH-].[Na+]>O.CCO.C1(C)C=CC=CC=1>[F:1][C:2]1[CH:3]=[C:4]([C:14]2[CH:15]=[N:16][C:17]([NH2:20])=[N:18][CH:19]=2)[CH:5]=[CH:6][C:7]=1[O:8][CH3:9] |f:2.3.4,6.7|. Procedure details: In a 500 mL round bottom flask under N2, 3-fluoro-4-methoxyphenylboronic acid (5.0 g, 29.4 mmol) and 5-iodopyrimidin-2-amine (5.5 g, 24.9 mmol) were mixed. Toluene (100 mL), EtOH (40 mL) and H2O (20 mL) were added, followed by the addition of Na2CO3 (3.0 g, 24.2 mmol). A stream of N2 was bubbled through the mixture for 5 min before the catalyst Pd(PPh)4 (0.30 g, 0.26 mmol) was added. The mixture was heated at 80° C. under N2 for 20 h whereby it was cooled to RT. A solution of NaOH (5 N, 10 mL) w... Starting materials: [H-].[Al+3].[Li+].[H-].[H-].[H-] (lithium aluminum hydride), CC1=NC=C(C(=O)OC)C=C1 (methyl 6-methylnicotinate), O (water), CCOC(=O)C (EtOAc). Run in C1CCOC1 (THF), C(C)OCC (diethyl ether). Conditions: temperature 0 celsius, time 30 minute. Yields the product CC1=CC=C(C=N1)CO ((6-methylpyridin-3-yl)methanol). The yield is 62.3%. As a reaction SMILES: [H-].[Al+3].[Li+].[H-].[H-].[H-].[CH3:7][C:8]1[CH:17]=[CH:16][C:11]([C:12](OC)=[O:13])=[CH:10][N:9]=1.CCOC(C)=O.O>C1COCC1.C(OCC)C>[CH3:7][C:8]1[N:9]=[CH:10][C:11]([CH2:12][OH:13])=[CH:16][CH:17]=1 |f:0.1.2.3.4.5|. Procedure: To a solution of lithium aluminum hydride (1 M in diethyl ether, 80 mL, 80 mmol) in 20 mL THF at −78° C. under argon, a solution of methyl 6-methylnicotinate (6.05 g, 40 mmol) in 60 mL diethyl ether was added over 1 h. The resulting reaction mixture was stirred at −78° C. for 1 h before 12 mL EtOAc was added over 10 min. The reaction mixture was allowed to warm up to 0° C. and 12 mL water was added drop-wise over 10 min. The resulting mixture was stirred for 30 min, then filtered through Celite.... Starting materials: N (Ammonia), [N+](=O)([O-])C1=C(C=C(C=C1)OC1=C(C=C(C=C1)C(F)(F)F)Cl)NC(C(=O)OC)C (methyl 2-[N-{2-nitro-5-(2-chloro-4-trifluoromethylphenoxy)phenyl}amino]propionate). The solvent is CO (methanol). Product: [N+](=O)([O-])C1=C(C=C(C=C1)OC1=C(C=C(C=C1)C(F)(F)F)Cl)NC(C(=O)N)C (2-[N-{2-nitro-5-(2-chloro-4-trifluoromethylphenoxy)phenyl}amino]propionamide). RXN SMILES: [NH3:1].[N+:2]([C:5]1[CH:10]=[CH:9][C:8]([O:11][C:12]2[CH:17]=[CH:16][C:15]([C:18]([F:21])([F:20])[F:19])=[CH:14][C:13]=2[Cl:22])=[CH:7][C:6]=1[NH:23][CH:24]([CH3:29])[C:25](OC)=[O:26])([O-:4])=[O:3]>CO>[N+:2]([C:5]1[CH:10]=[CH:9][C:8]([O:11][C:12]2[CH:17]=[CH:16][C:15]([C:18]([F:20])([F:19])[F:21])=[CH:14][C:13]=2[Cl:22])=[CH:7][C:6]=1[NH:23][CH:24]([CH3:29])[C:25]([NH2:1])=[O:26])([O-:4])=[O:3]. Procedure: Ammonia was led at room temperature for 28 hours into a solution of 11.7 g of the methyl 2-[N-{2-nitro-5-(2-chloro-4-trifluoromethylphenoxy)phenyl}amino]propionate, obtained according to Example I, in 100 ml of methanol. After evaporating to dryness under reduced pressure and recrystallizing from acetonitrile, an orange crystalline substance was obtained having a melting-point of 187° C. Elementary analysis: 47.67% C (calculated 47.60), 3.24% H (calculated 3.25) and 10.24% N (calculated 10.41).